Dataset: the Open Reaction Database (ORD), a public repository of structured organic reaction records. Task: describe an organic reaction: reactants, conditions, products, and yield Starting materials: OC(C[C@@]1(CCN(C(O1)=O)[C@@H](C)C1=CC=C(C=C1)B1OC(C(O1)(C)C)(C)C)C1=CC=CC=C1)(C)C ((S)-6-(2-hydroxy-2-methylpropyl)-6-phenyl-3-{(S)-1-[4-(4,4,5,5-tetramethyl-1,3,2-dioxaborolan-2-yl)phenyl]-ethyl}-1,3-oxazinan-2-one), CN(C(=O)C1(CC1)C1=NC(=CC=C1)Br)C (1-(6-bromo-pyridin-2-yl)-cyclopropanecarboxylic acid dimethylamide). The product is CN(C(=O)C1(CC1)C1=NC(=CC=C1)C1=CC=C(C=C1)[C@H](C)N1C(O[C@](CC1)(C1=CC=CC=C1)CC(C)(C)O)=O)C (1-[6-(4-{(S)-1-[(S)-6-(2-Hydroxy-2-methyl-propyl)-2-oxo-6-phenyl-[1,3]oxazinan-3-yl]-ethyl}-phenyl)-pyridin-2-yl]-cyclopropanecarboxylic acid dimethylamide). Isolated yield 66.0%. RXN SMILES: [OH:1][C:2]([CH3:35])([CH3:34])[CH2:3][C@@:4]1([C:28]2[CH:33]=[CH:32][CH:31]=[CH:30][CH:29]=2)[O:9][C:8](=[O:10])[N:7]([C@H:11]([C:13]2[CH:18]=[CH:17][C:16](B3OC(C)(C)C(C)(C)O3)=[CH:15][CH:14]=2)[CH3:12])[CH2:6][CH2:5]1.[CH3:36][N:37]([CH3:50])[C:38]([C:40]1([C:43]2[CH:48]=[CH:47][CH:46]=[C:45](Br)[N:44]=2)[CH2:42][CH2:41]1)=[O:39]>>[CH3:36][N:37]([CH3:50])[C:38]([C:40]1([C:43]2[CH:48]=[CH:47][CH:46]=[C:45]([C:16]3[CH:17]=[CH:18][C:13]([C@@H:11]([N:7]4[CH2:6][CH2:5][C@:4]([CH2:3][C:2]([OH:1])([CH3:35])[CH3:34])([C:28]5[CH:33]=[CH:32][CH:31]=[CH:30][CH:29]=5)[O:9][C:8]4=[O:10])[CH3:12])=[CH:14][CH:15]=3)[N:44]=2)[CH2:42][CH2:41]1)=[O:39]. Procedure details: The title compound was prepared from (S)-6-(2-hydroxy-2-methylpropyl)-6-phenyl-3-{(S)-1-[4-(4,4,5,5-tetramethyl-1,3,2-dioxaborolan-2-yl)phenyl]-ethyl}-1,3-oxazinan-2-one and 1-(6-bromo-pyridin-2-yl)-cyclopropanecarboxylic acid dimethylamide following a procedure analogous to that described in Example 1. Yield: 66% of theory; LC (method 1): tR=2.00 min; Mass spectrum (ESI+): m/z=542 [M+H]+. Starting materials: C(C)(=O)OCC (ethyl acetate), COC([C@H](CC=C)NC(C1=C(C=CC=C1Cl)Cl)=O)=O ((S)-2-(2,6-dichlorobenzamido)pent-4-enoic acid methyl ester), IC1=CC=C(C=C1)N(C1=NC=CC=N1)C(C)C (N-(4-iodophenyl)-N-isopropylpyrimidin-2-amine), C([O-])([O-])=O.[K+].[K+] (potassium carbonate). The reagents and catalysts are C(C)(=O)[O-].[Pd+2].C(C)(=O)[O-] (palladium acetate), CC1=C(C=CC=C1)P(C1=C(C=CC=C1)C)C1=C(C=CC=C1)C (tris(2-methylphenyl)phosphine). Run in CN(C)C=O (DMF). Reaction conditions: temperature 80 celsius, time 7 hour. Yields the product COC([C@H](C\C=C\C1=CC=C(C=C1)N(C1=NC=CC=N1)C(C)C)NC(C1=C(C=CC=C1Cl)Cl)=O)=O ((S,E)-2-(2,6-dichlorobenzamido)-5-[4-(isopropyl-pyrimidin-2-ylamino)phenyl]pent-4-enoic acid methyl ester). Isolated yield 63.3%. RXN SMILES: [CH3:1][O:2][C:3](=[O:19])[C@@H:4]([NH:8][C:9](=[O:18])[C:10]1[C:15]([Cl:16])=[CH:14][CH:13]=[CH:12][C:11]=1[Cl:17])[CH2:5][CH:6]=[CH2:7].I[C:21]1[CH:26]=[CH:25][C:24]([N:27]([CH:34]([CH3:36])[CH3:35])[C:28]2[N:33]=[CH:32][CH:31]=[CH:30][N:29]=2)=[CH:23][CH:22]=1.C(=O)([O-])[O-].[K+].[K+].C(OCC)(=O)C>CN(C=O)C.C([O-])(=O)C.[Pd+2].C([O-])(=O)C.CC1C=CC=CC=1P(C1C=CC=CC=1C)C1C=CC=CC=1C>[CH3:1][O:2][C:3](=[O:19])[C@@H:4]([NH:8][C:9](=[O:18])[C:10]1[C:11]([Cl:17])=[CH:12][CH:13]=[CH:14][C:15]=1[Cl:16])[CH2:5]/[CH:6]=[CH:7]/[C:21]1[CH:26]=[CH:25][C:24]([N:27]([CH:34]([CH3:36])[CH3:35])[C:28]2[N:29]=[CH:30][CH:31]=[CH:32][N:33]=2)=[CH:23][CH:22]=1 |f:2.3.4,7.8.9|. Procedure details: Under an argon atmosphere, palladium acetate (19.9 mg) and tris(2-methylphenyl)phosphine (25.9 mg) were added to a suspension of (S)-2-(2,6-dichlorobenzamido)pent-4-enoic acid methyl ester (514.4 mg), N-(4-iodophenyl)-N-isopropylpyrimidin-2-amine (577.4 mg) and potassium carbonate (352.9 mg) in DMF (6 ml), and the resulting mixture was stirred at 80° C. for 7 hours. After cooling the reaction solution to room temperature, ethyl acetate was added thereto, and the resulting mixture was washed twic... Starting materials: O=C1N(C(C2=CC=CC=C12)=O)CCC1=CNC2=CC=C(C=C12)CC(=O)O (3-[2-(1,3-dioxo-2H-isoindol-2-yl)ethyl]-1H-indole-5-acetic acid), C(C(C)C)OC(=O)Cl (isobutylchloroformate), Cl (hydrochloric acid), C1(CCCCC1)N (cyclohexylamine), anhydride. The solvent is C(Cl)(Cl)Cl (chloroform), C(C)N(CC)CC (triethylamine). Reaction conditions: time 20 hour. Yields the product C1(CCCCC1)NC(CC=1C=C2C(=CNC2=CC1)CCN1C(C2=CC=CC=C2C1=O)=O)=O (N-Cyclohexyl-3-[2-(1,3-dihydro-1,3-dioxo-2H-isoindol-2-yl)ethyl]-1H-indole-5-acetamide). As a reaction SMILES: [O:1]=[C:2]1[C:10]2[C:5](=[CH:6][CH:7]=[CH:8][CH:9]=2)[C:4](=[O:11])[N:3]1[CH2:12][CH2:13][C:14]1[C:22]2[C:17](=[CH:18][CH:19]=[C:20]([CH2:23][C:24]([OH:26])=O)[CH:21]=2)[NH:16][CH:15]=1.C(OC(Cl)=O)C(C)C.[CH:35]1([NH2:41])[CH2:40][CH2:39][CH2:38][CH2:37][CH2:36]1.Cl>C(Cl)(Cl)Cl.C(N(CC)CC)C>[CH:35]1([NH:41][C:24](=[O:26])[CH2:23][C:20]2[CH:21]=[C:22]3[C:17](=[CH:18][CH:19]=2)[NH:16][CH:15]=[C:14]3[CH2:13][CH2:12][N:3]2[C:2](=[O:1])[C:10]3[C:5](=[CH:6][CH:7]=[CH:8][CH:9]=3)[C:4]2=[O:11])[CH2:40][CH2:39][CH2:38][CH2:37][CH2:36]1. Reported procedure: A solution of 3-[2-(1,3-dioxo-2H-isoindol-2-yl)ethyl]-1H-indole-5-acetic acid (0.2 g) and triethylamine (0.061 g) in chloroform (10 ml) was treated with isobutylchloroformate (0.08 g) at -5°, resulting red solution stirred at the same temperature for 20 h and cyclohexylamine was added to the resulting anhydride (0.06 g). Reaction was allowed to warm up to ambient temperature and stirred for 1 h then the mixture was poured into dilute hydrochloric acid (2N, 20 ml) extracted with chloroform (3×10 ... Starting materials: [Li]C(C)CC (s-BuLi), BrC1=NC=C(C=C1)F (2-bromo-5-fluoropyridine), C[Si](C#CC(C)=O)(C)C (4-(trimethylsilyl)but-3-yn-2-one), C([O-])([O-])=O.[K+].[K+] (potassium carbonate), FC=1C=CC(=NC1)C(C)(C#C[Si](C)(C)C)O (2-(5-fluoropyridin-2-yl)-4-(trimethylsilyl)but-3-yn-2-ol). Solvent: C(C)OCC (ethyl ether), CO (methanol). Reaction conditions: time 1 hour. Product: FC=1C=CC(=NC1)C(C)(C#C)O ((±)-2-(5-fluoropyridin-2-yl)but-3-yn-2-ol). As a reaction SMILES: [Li]C(CC)C.BrC1C=CC(F)=CN=1.C[Si](C)(C)C#CC(=O)C.C(=O)([O-])[O-].[K+].[K+].[F:29][C:30]1[CH:31]=[CH:32][C:33]([C:36]([OH:44])([C:38]#[C:39][Si](C)(C)C)[CH3:37])=[N:34][CH:35]=1>C(OCC)C.CO>[F:29][C:30]1[CH:31]=[CH:32][C:33]([C:36]([OH:44])([C:38]#[CH:39])[CH3:37])=[N:34][CH:35]=1 |f:3.4.5|. Procedure details: This compound was prepared according to a procedure similar to that described in Procedure C. In a 100-mL 3-necked round-bottom flask, s-BuLi (1.3M in hexane 10 mL) was added dropwise into a solution of 2-bromo-5-fluoropyridine (1.76 g, 10.00 mmol, 1.00 equiv) in ethyl ether (20 mL) under −76° C. The resulting solution was stirred for 1 h, then 4-(trimethylsilyl)but-3-yn-2-one (1.54 g, 10.98 mmol, 1.10 equiv) was added. The resulting solution was stirred for 2 h at −76° C. The reaction was then ... The reactants are N#CC1(NC(=O)C2CC(S(=O)(=O)c3ccccc3Cl)CN2)CC1, Cl, O=S(=O)(OCC(F)(F)F)C(F)(F)F. Yields the product N#CC1(NC(=O)C2CC(S(=O)(=O)c3ccccc3Cl)CN2CC(F)(F)F)CC1. As a reaction SMILES: [C:2](#[N:3])[C:4]1([NH:7][C:8](=[O:9])[CH:10]2[NH:11][CH2:12][CH:13]([S:15](=[O:16])(=[O:17])[c:18]3[c:19]([Cl:24])[cH:20][cH:21][cH:22][cH:23]3)[CH2:14]2)[CH2:5][CH2:6]1.[ClH:1].[S:25]([O:26][CH2:33][C:34]([F:35])([F:36])[F:37])([C:27]([F:28])([F:29])[F:30])(=[O:31])=[O:32]>>[C:2](#[N:3])[C:4]1([NH:7][C:8](=[O:9])[CH:10]2[N:11]([CH2:33][C:34]([F:35])([F:36])[F:37])[CH2:12][CH:13]([S:15](=[O:16])(=[O:17])[c:18]3[c:19]([Cl:24])[cH:20][cH:21][cH:22][cH:23]3)[CH2:14]2)[CH2:5][CH2:6]1. Reactants: NC1=NC(=C(C(=N1)C=1OC=CC1)C#N)S(=O)C (2-amino-4-furan-2-yl-6-methanesulfinyl-pyrimidine-5-carbonitrile), M{37Cl} H+, M{35Cl} H+, Cl.NCC1=NC=C(C=C1Cl)C(F)(F)F (2-aminomethyl-3-chloro-5-(trifluoromethyl) pyridine hydrochloride), C1CCC2=NCCCN2CC1 (DBU). As a reaction SMILES: [NH2:1][C:2]1[N:7]=[C:6]([C:8]2[O:9][CH:10]=[CH:11][CH:12]=2)[C:5]([C:13]#[N:14])=[C:4](S(C)=O)[N:3]=1.Cl.[NH2:19][CH2:20][C:21]1[C:26]([Cl:27])=[CH:25][C:24]([C:28]([F:31])([F:30])[F:29])=[CH:23][N:22]=1.C1CCN2C(=NCCC2)CC1>COCCOC>[NH2:1][C:2]1[N:3]=[C:4]([NH:19][CH2:20][C:21]2[C:26]([Cl:27])=[CH:25][C:24]([C:28]([F:31])([F:30])[F:29])=[CH:23][N:22]=2)[C:5]([C:13]#[N:14])=[C:6]([C:8]2[O:9][CH:10]=[CH:11][CH:12]=2)[N:7]=1 |f:1.2|. The product is NC1=NC(=C(C(=N1)NCC1=NC=C(C=C1Cl)C(F)(F)F)C#N)C=1OC=CC1 (2-Amino-4-[(3-chloro-5-trifluoromethyl-pyridin-2-yl-methyl)-amino]-6-furan-2-yl-pyrimidine-5-carbonitrile). Procedure: From 2-amino-4-furan-2-yl-6-methanesulfinyl-pyrimidine-5-carbonitrile, 2-aminomethyl-3-chloro-5-(trifluoromethyl) pyridine hydrochloride and DBU in DME. ES-MS m/e (%): 397 (M{37Cl}+H+, 30), 395 (M{35Cl}+H+, 100). Solvent: COCCOC (DME). Reactants: CC(=O)O[BH-](OC(C)=O)OC(C)=O, COC(=O)C(CN)NC(=O)c1ccc(-c2ccc(C(F)(F)F)cc2)cc1, Cl, [Na+], O=Cc1ccc(-c2ccccc2)cc1. Yields the product COC(=O)C(CNCc1ccc(-c2ccccc2)cc1)NC(=O)c1ccc(-c2ccc(C(F)(F)F)cc2)cc1. As a reaction SMILES: [C:42]([O:43][BH-:44]([O:45][C:46](=[O:47])[CH3:48])[O:49][C:50](=[O:51])[CH3:52])(=[O:53])[CH3:54].[CH3:2][O:3][C:4]([CH:5]([CH2:6][NH2:7])[NH:8][C:9](=[O:10])[c:11]1[cH:12][cH:13][c:14](-[c:17]2[cH:18][cH:19][c:20]([C:23]([F:24])([F:25])[F:26])[cH:21][cH:22]2)[cH:15][cH:16]1)=[O:27].[ClH:1].[Na+:55].[c:28]1(-[c:36]2[cH:37][cH:38][cH:39][cH:40][cH:41]2)[cH:29][cH:30][c:31]([CH:34]=[O:35])[cH:32][cH:33]1>>[CH3:2][O:3][C:4]([CH:5]([CH2:6][NH:7][CH2:34][c:31]1[cH:30][cH:29][c:28](-[c:36]2[cH:37][cH:38][cH:39][cH:40][cH:41]2)[cH:33][cH:32]1)[NH:8][C:9](=[O:10])[c:11]1[cH:12][cH:13][c:14](-[c:17]2[cH:18][cH:19][c:20]([C:23]([F:24])([F:25])[F:26])[cH:21][cH:22]2)[cH:15][cH:16]1)=[O:27]. Reactants: C([O-])([O-])=O.[K+].[K+] (potassium carbonate), OC=1C(=C(C=CC1F)Br)F (3-hydroxy-2,4-difluoro-bromobenzene), CI (methyl iodide). Run in CC(=O)C (acetone). Run at temperature 20 celsius, time 6 hour. Yields the product COC=1C(=C(C=CC1F)Br)F (3-Methoxy-2,4-difluoro-bromobenzene). RXN SMILES: [OH:1][C:2]1[C:3]([F:10])=[C:4]([Br:9])[CH:5]=[CH:6][C:7]=1[F:8].[C:11](=O)([O-])[O-].[K+].[K+].CI>CC(C)=O>[CH3:11][O:1][C:2]1[C:3]([F:10])=[C:4]([Br:9])[CH:5]=[CH:6][C:7]=1[F:8] |f:1.2.3|. Reported procedure: A quantity of 3.7 g of 3-hydroxy-2,4-difluoro-bromobenzene is dissolved in 25 ml of acetone and 2.5 g of potassium carbonate is added followed by 2.2 ml of methyl iodide. The mixture is stirred at 20° C. for 6 hours and the solvent evaporated. After addition of dichloromethane, the suspension is filtered. Evaporation of the solvent affords the desired product. Starting materials: [Al+3], CCC(=O)Cl, CCc1oc2ccccc2c1Cc1ccccc1, [Cl-], [Cl-], [Cl-], S=C=S. Yields the product CCC(=O)c1ccc2c(Cc3ccccc3)c(CC)oc2c1. As a reaction SMILES: [Al+3:7].[C:1]([CH2:2][CH3:3])(=[O:4])[Cl:5].[CH2:10]([c:11]1[cH:12][cH:13][cH:14][cH:15][cH:16]1)[c:17]1[c:18]([CH2:26][CH3:27])[o:19][c:20]2[c:21]1[cH:22][cH:23][cH:24][cH:25]2.[Cl-:6].[Cl-:8].[Cl-:9].[S:28]=[C:29]=[S:30]>>[C:1]([CH2:2][CH3:3])(=[O:4])[c:24]1[cH:23][cH:22][c:21]2[c:17]([CH2:10][c:11]3[cH:12][cH:13][cH:14][cH:15][cH:16]3)[c:18]([CH2:26][CH3:27])[o:19][c:20]2[cH:25]1.